Dataset: the Open Reaction Database (ORD), a public repository of structured organic reaction records. Task: describe an organic reaction: reactants, conditions, products, and yield Starting materials: IC=1C=CC=2N(C1)C=C(N2)C(=O)NC2=CC=CC=C2 (6-iodo-N-phenylimidazo[1,2-a]pyridine-2-carboxamide), C(CCC)[Sn](C(=C)OCC)(CCCC)CCCC (tributyl(1-ethoxyvinyl)tin). The reagents and catalysts are C=1C=CC(=CC1)[P](C=2C=CC=CC2)(C=3C=CC=CC3)[Pd]([P](C=4C=CC=CC4)(C=5C=CC=CC5)C=6C=CC=CC6)([P](C=7C=CC=CC7)(C=8C=CC=CC8)C=9C=CC=CC9)[P](C=1C=CC=CC1)(C=1C=CC=CC1)C=1C=CC=CC1 (tetrakis(triphenylphosphine)palladium). Solvent: C1(=CC=CC=C1)C (toluene). Run at temperature 150 celsius, time 16 hour. Product: C(C)OC(=C)C=1C=CC=2N(C1)C=C(N2)C(=O)NC2=CC=CC=C2 (6-(1-ethoxyvinyl)-N-phenylimidazo[1,2-a]pyridine-2-carboxamide). Yield: 61.4%. Reaction SMILES: I[C:2]1[CH:3]=[CH:4][C:5]2[N:6]([CH:8]=[C:9]([C:11]([NH:13][C:14]3[CH:19]=[CH:18][CH:17]=[CH:16][CH:15]=3)=[O:12])[N:10]=2)[CH:7]=1.C([Sn](CCCC)(CCCC)[C:25]([O:27][CH2:28][CH3:29])=[CH2:26])CCC>C1(C)C=CC=CC=1.C1C=CC([P]([Pd]([P](C2C=CC=CC=2)(C2C=CC=CC=2)C2C=CC=CC=2)([P](C2C=CC=CC=2)(C2C=CC=CC=2)C2C=CC=CC=2)[P](C2C=CC=CC=2)(C2C=CC=CC=2)C2C=CC=CC=2)(C2C=CC=CC=2)C2C=CC=CC=2)=CC=1>[CH2:28]([O:27][C:25]([C:2]1[CH:3]=[CH:4][C:5]2[N:6]([CH:8]=[C:9]([C:11]([NH:13][C:14]3[CH:19]=[CH:18][CH:17]=[CH:16][CH:15]=3)=[O:12])[N:10]=2)[CH:7]=1)=[CH2:26])[CH3:29] |^1:48,50,69,88|. Reported procedure: To a suspension of 1 g of 6-iodo-N-phenylimidazo[1,2-a]pyridine-2-carboxamide in 50 mL of toluene are added 159 mg of tetrakis(triphenylphosphine)palladium and 1.09 g of tributyl(1-ethoxyvinyl)tin. The reaction mixture is heated for 9 hours at 150° C. and then for 16 hours at 130° C., and concentrated to dryness. The residue is taken up in dichloromethane and washed with aqueous 10% potassium fluoride solution. The organic phase is dried and concentrated to dryness and the residue is chromatogra... Reactants: O=C[C@@H](O)[C@H](O)[C@H](O)CO (D-arabinose), O.NN (hydrazine hydrate). The solvent is CO (methanol). Product: C([C@@H](O)[C@H](O)[C@H](O)CO)=NN (D-arabinose hydrazone). RXN SMILES: [O:1]=[CH:2][C@H:3]([C@@H:5]([C@@H:7]([CH2:9]O)[OH:8])[OH:6])[OH:4].O.[NH2:12][NH2:13]>CO>[CH:9](=[N:12][NH2:13])[C@H:7]([C@@H:5]([C@@H:3]([CH2:2][OH:1])[OH:4])[OH:6])[OH:8] |f:1.2|. Reported procedure: A solution of 4.0 g of D-arabinose in 10 ml of methanol and 10 ml of hydrazine hydrate was stirred overnight, then evaporated to dryness in vacuo. The residue was triturated with 25 ml of methanol and the solid was collected, giving 3.5 g of D-arabinose hydrazone. The reactants are O=C([O-])O, CO, CCO, NC1CC1, ClCCl, COc1cc[nH+]c(CCl)c1OC, Cl, [Na+]. The product is COc1ccnc(CNC2CC2)c1OC. Reaction SMILES: [C:26](=[O:27])([O-:28])[OH:29].[CH3:18][OH:19].[CH3:23][CH2:24][OH:25].[CH:1]1([NH2:4])[CH2:2][CH2:3]1.[Cl:20][CH2:21][Cl:22].[Cl:6][CH2:7][c:8]1[nH+:9][cH:10][cH:11][c:12]([O:16][CH3:17])[c:13]1[O:14][CH3:15].[ClH:5].[Na+:30]>>[CH:1]1([NH:4][CH2:7][c:8]2[n:9][cH:10][cH:11][c:12]([O:16][CH3:17])[c:13]2[O:14][CH3:15])[CH2:2][CH2:3]1. Starting materials: FC1=C(C=CC=C1F)[C@H]1[C@@H](C=2C(=NC=CC2)[C@H](CC1)CC(N1CCC(CC1)N1C(NC2=NC=CC=C21)=O)=O)NC(OC(C)(C)C)=O (tert-butyl (5S,6S,9R)-6-(2,3-difluorophenyl)-9-(2-oxo-2-(4-(2-oxo-2,3-dihydro-1H-imidazo[4,5-b]pyridin-1-yl)piperidin-1-yl)ethyl)-6,7,8,9-tetrahydro-5H-cyclohepta[b]pyridin-5-ylcarbamate), C(=O)(C(F)(F)F)O (TFA). Run in C(Cl)Cl (methylene chloride). Conditions: time 3 hour. Yields the product N[C@H]1[C@@H](CC[C@@H](C2=NC=CC=C21)CC(=O)N2CCC(CC2)N2C(NC1=NC=CC=C12)=O)C1=C(C(=CC=C1)F)F (1-(1-(2-((5S,6S,9R)-5-amino-6-(2,3-difluorophenyl)-6,7,8,9-tetrahydro-5H-cyclohepta[b]pyridin-9-yl)acetyl)piperidin-4-yl)-1H-imidazo[4,5-b]pyridin-2(3H)-one). As a reaction SMILES: [F:1][C:2]1[C:7]([F:8])=[CH:6][CH:5]=[CH:4][C:3]=1[C@@H:9]1[CH2:19][CH2:18][C@H:17]([CH2:20][C:21](=[O:38])[N:22]2[CH2:27][CH2:26][CH:25]([N:28]3[C:36]4[C:31](=[N:32][CH:33]=[CH:34][CH:35]=4)[NH:30][C:29]3=[O:37])[CH2:24][CH2:23]2)[C:12]2=[N:13][CH:14]=[CH:15][CH:16]=[C:11]2[C@H:10]1[NH:39]C(=O)OC(C)(C)C.C(O)(C(F)(F)F)=O>C(Cl)Cl>[NH2:39][C@@H:10]1[C:11]2[C:12](=[N:13][CH:14]=[CH:15][CH:16]=2)[C@@H:17]([CH2:20][C:21]([N:22]2[CH2:23][CH2:24][CH:25]([N:28]3[C:36]4[C:31](=[N:32][CH:33]=[CH:34][CH:35]=4)[NH:30][C:29]3=[O:37])[CH2:26][CH2:27]2)=[O:38])[CH2:18][CH2:19][C@H:9]1[C:3]1[CH:4]=[CH:5][CH:6]=[C:7]([F:8])[C:2]=1[F:1]. Procedure: To a methylene chloride (5 mL) solution of tert-butyl (5S,6S,9R)-6-(2,3-difluorophenyl)-9-(2-oxo-2-(4-(2-oxo-2,3-dihydro-1H-imidazo[4,5-b]pyridin-1-yl)piperidin-1-yl)ethyl)-6,7,8,9-tetrahydro-5H-cyclohepta[b]pyridin-5-ylcarbamate (0.1452 g, 0.229 mmol) was added TFA (1 ml, 12.98 mmol) at room temperature. The reaction was stirred at room temperature for 3 h before removal of the solvent in vacuo. The crude mixture was partitioned between ethyl acetate and water. Sodium bicarbonate (sat) was adde...